Dataset: the Open Reaction Database (ORD), a public repository of structured organic reaction records. Task: describe an organic reaction: reactants, conditions, products, and yield Procedure: To a mixture of 2β-isopropoxy-3α-hydroxy-5α-androstan-17-one (700 mg, 2.0 mmol) and p-toluenesulfonhydrazide (450 mg, 2.4 mmol) was added ethanol (2 mL) and the mixture obtained was heated to reflux for 12 h. Then the reaction mixture was dissolved in CH2Cl2 (150 mL) and washed with water (4×45mL). It was then dried over Na2SO4 and removal of the solvent in vacuo resulted in the crude 2β-isopropoxy-3α-hydroxy-5α-androstan-17-one tosylhydrazone (1.113 g), which was used without further purificati... Isolated yield 107.7%. The product is S(=O)(=O)(C1=CC=C(C)C=C1)NN=C1[C@]2(C)[C@@H](CC1)[C@@H]1CC[C@H]3C[C@@H]([C@H](C[C@]3(C)[C@H]1CC2)OC(C)C)O (2β-isopropoxy-3α-hydroxy-5α-androstan-17-one tosylhydrazone). Reaction SMILES: [CH:1]([O:4][C@H:5]1[CH2:22][C@@:21]2([CH3:23])[C@@H:8]([CH2:9][CH2:10][C@@H:11]3[C@@H:20]2[CH2:19][CH2:18][C@@:16]2([CH3:17])[C@H:12]3[CH2:13][CH2:14][C:15]2=O)[CH2:7][C@@H:6]1[OH:25])([CH3:3])[CH3:2].[C:26]1([CH3:37])[CH:31]=[CH:30][C:29]([S:32]([NH:35][NH2:36])(=[O:34])=[O:33])=[CH:28][CH:27]=1.C(O)C>C(Cl)Cl>[S:32]([NH:35][N:36]=[C:15]1[CH2:14][CH2:13][C@H:12]2[C@H:11]3[C@H:20]([CH2:19][CH2:18][C@:16]12[CH3:17])[C@:21]1([CH3:23])[C@H:8]([CH2:7][C@H:6]([OH:25])[C@@H:5]([O:4][CH:1]([CH3:3])[CH3:2])[CH2:22]1)[CH2:9][CH2:10]3)([C:29]1[CH:28]=[CH:27][C:26]([CH3:37])=[CH:31][CH:30]=1)(=[O:33])=[O:34]. The reactants are C(C)(C)O[C@@H]1[C@H](C[C@@H]2CC[C@H]3[C@@H]4CCC([C@@]4(C)CC[C@@H]3[C@]2(C1)C)=O)O (2β-isopropoxy-3α-hydroxy-5α-androstan-17-one), C1(=CC=C(C=C1)S(=O)(=O)NN)C (p-toluenesulfonhydrazide), C(C)O (ethanol). Solvent: C(Cl)Cl (CH2Cl2). The reactants are CCCSc1c(C(=O)OC(C)(C)C)cnn1-c1ccc(CC(=O)OC)cc1, ClCCl, O=C(O)C(F)(F)F. Yields the product CCCSc1c(C(=O)O)cnn1-c1ccc(CC(=O)OC)cc1. As a reaction SMILES: [CH3:1][O:2][C:3](=[O:4])[CH2:5][c:6]1[cH:7][cH:8][c:9](-[n:12]2[n:13][cH:14][c:15]([C:21](=[O:22])[O:23][C:24]([CH3:25])([CH3:26])[CH3:27])[c:16]2[S:17][CH2:18][CH2:19][CH3:20])[cH:10][cH:11]1.[Cl:35][CH2:36][Cl:37].[F:28][C:29]([F:30])([F:31])[C:32]([OH:33])=[O:34]>>[CH3:1][O:2][C:3](=[O:4])[CH2:5][c:6]1[cH:7][cH:8][c:9](-[n:12]2[n:13][cH:14][c:15]([C:21](=[O:22])[OH:23])[c:16]2[S:17][CH2:18][CH2:19][CH3:20])[cH:10][cH:11]1.